This data is from the Open Reaction Database (ORD), a public repository of structured organic reaction records. The task is: describe an organic reaction: reactants, conditions, products, and yield The reactants are C(C=1C(N)=CC=CC1)(=O)O (anthranilic acid), ClCCCBr (1-chloro-3-bromopropane), N1CCCCC1 (piperidine), CN (methylamine), C(C1=CC=C(C=C1)OC)=O (4-anisaldehyde). The product is CN1C(=NC2=CC=CC=C2C1=O)C1=CC=C(C=C1)OCCCN1CCCCC1 (3-Methyl-2-[4-(3-piperidin-1-ylpropoxy)phenyl]-4(3H)-quinazolinone). RXN SMILES: [C:1]([OH:10])(=O)[C:2]1[C:3](=[CH:5][CH:6]=[CH:7][CH:8]=1)[NH2:4].[CH3:11][NH2:12].[CH:13](=O)[C:14]1[CH:19]=[CH:18][C:17]([O:20][CH3:21])=[CH:16][CH:15]=1.Cl[CH2:24][CH2:25][CH2:26]Br.[NH:28]1[CH2:33][CH2:32]C[CH2:30][CH2:29]1>>[CH3:11][N:12]1[C:1](=[O:10])[C:2]2[C:3](=[CH:5][CH:6]=[CH:7][CH:8]=2)[N:4]=[C:13]1[C:14]1[CH:19]=[CH:18][C:17]([O:20][CH2:21][CH2:30][CH2:29][N:28]2[CH2:33][CH2:32][CH2:26][CH2:25][CH2:24]2)=[CH:16][CH:15]=1. Reported procedure: The entitled compound was obtained according to the method of Example 1 but starting from anthranilic acid, methylamine, 4-anisaldehyde, 1-chloro-3-bromopropane and piperidine. Reactants: BrC1=CC(=CS1)C(=O)N1CCN(CC1)C1=NC=C(C=C1C)C ((5-bromothiophen-3-yl)[4-(3,5-dimethylpyridin-2-yl)piperazin-1-yl]methanone), S1(NCCC1)(=O)=O (isothiazolidine 1,1-dioxide). The product is CC=1C(=NC=C(C1)C)N1CCN(CC1)C(=O)C1=CSC(=C1)N1S(CCC1)(=O)=O ([4-(3,5-dimethylpyridin-2-yl)piperazin-1-yl][5-(1,1-dioxo-1λ6-isothiazolidin-2-yl)thiophen-3-yl]methanone). Isolated yield 50.7%. RXN SMILES: Br[C:2]1[S:6][CH:5]=[C:4]([C:7]([N:9]2[CH2:14][CH2:13][N:12]([C:15]3[C:20]([CH3:21])=[CH:19][C:18]([CH3:22])=[CH:17][N:16]=3)[CH2:11][CH2:10]2)=[O:8])[CH:3]=1.[S:23]1(=[O:29])(=[O:28])[CH2:27][CH2:26][CH2:25][NH:24]1>>[CH3:21][C:20]1[C:15]([N:12]2[CH2:13][CH2:14][N:9]([C:7]([C:4]3[CH:3]=[C:2]([N:24]4[CH2:25][CH2:26][CH2:27][S:23]4(=[O:29])=[O:28])[S:6][CH:5]=3)=[O:8])[CH2:10][CH2:11]2)=[N:16][CH:17]=[C:18]([CH3:22])[CH:19]=1. Procedure details: Using (5-bromothiophen-3-yl)[4-(3,5-dimethylpyridin-2-yl)piperazin-1-yl]methanone (107 mg) described in Preparation Example 244 and isothiazolidine 1,1-dioxide (41 mg) and by the reaction and treatment in the same manner as in Example 1, the title compound (60 mg) was obtained.